Dataset: the Open Reaction Database (ORD), a public repository of structured organic reaction records. Task: describe an organic reaction: reactants, conditions, products, and yield Starting materials: C(O)([O-])=O.[Na+] (sodium hydrogen carbonate), COC=1C=C2C(=CC=NC2=CC1OC)OC1=CC=C(C=C1)N (6,7-Dimethoxy-4-(4-aminophenoxy)quinoline), CN(C=1C=C(N)C=CC1)C (3-Dimethylaminoaniline), ClC(Cl)(OC(OC(Cl)(Cl)Cl)=O)Cl (triphosgene). Run in C1(=CC=CC=C1)C (toluene), C(C)N(CC)CC (triethylamine). The product is COC=1C=C2C(=CC=NC2=CC1OC)OC1=CC=C(C=C1)NC(=O)NC1=CC(=CC=C1)N(C)C (N-{4-[(6,7-Dimethoxy-4-quinolyl)oxy]phenyl}-N'-(3-dimethylaminophenyl)urea). Isolated yield 89.5%. RXN SMILES: [CH3:1][O:2][C:3]1[CH:4]=[C:5]2[C:10](=[CH:11][C:12]=1[O:13][CH3:14])[N:9]=[CH:8][CH:7]=[C:6]2[O:15][C:16]1[CH:21]=[CH:20][C:19]([NH2:22])=[CH:18][CH:17]=1.ClC(Cl)(O[C:27](=[O:33])OC(Cl)(Cl)Cl)Cl.[CH3:35][N:36]([CH3:44])[C:37]1[CH:38]=[C:39]([CH:41]=[CH:42][CH:43]=1)[NH2:40].C(=O)([O-])O.[Na+]>C1(C)C=CC=CC=1.C(N(CC)CC)C>[CH3:1][O:2][C:3]1[CH:4]=[C:5]2[C:10](=[CH:11][C:12]=1[O:13][CH3:14])[N:9]=[CH:8][CH:7]=[C:6]2[O:15][C:16]1[CH:17]=[CH:18][C:19]([NH:22][C:27]([NH:40][C:39]2[CH:41]=[CH:42][CH:43]=[C:37]([N:36]([CH3:44])[CH3:35])[CH:38]=2)=[O:33])=[CH:20][CH:21]=1 |f:3.4|. Procedure details: 6,7-Dimethoxy-4-(4-aminophenoxy)quinoline (52 mg) was dissolved in toluene (5 ml) with heat, after the addition of triethylamine (1 ml), triphosgene (55 mg) was added, and the admixture was refluxed with heat for 3 minutes. 3-Dimethylaminoaniline (69 mg) was added to the reaction mixture, and the admixture was refluxed with heat for 12 minutes. After the addition of aqueous sodium hydrogen carbonate, the reaction mixture was extracted 2 times with ethyl acetate, and the organic layer was then wa... Reactants: CC(=O)O, COc1c(Cl)cc(F)c(-n2c(=O)cc(C(F)(F)F)n(C)c2=O)c1[N+](=O)[O-], [Fe], O. Product: COc1c(Cl)cc(F)c(-n2c(=O)cc(C(F)(F)F)n(C)c2=O)c1N. As a reaction SMILES: [CH3:28][C:29](=[O:30])[OH:31].[Cl:1][c:2]1[c:3]([O:25][CH3:26])[c:4]([N+:22]([O-:23])=[O:24])[c:5](-[n:9]2[c:10](=[O:21])[n:11]([CH3:20])[c:12]([C:16]([F:17])([F:18])[F:19])[cH:13][c:14]2=[O:15])[c:6]([F:8])[cH:7]1.[Fe:32].[OH2:27]>>[Cl:1][c:2]1[c:3]([O:25][CH3:26])[c:4]([NH2:22])[c:5](-[n:9]2[c:10](=[O:21])[n:11]([CH3:20])[c:12]([C:16]([F:17])([F:18])[F:19])[cH:13][c:14]2=[O:15])[c:6]([F:8])[cH:7]1.